Dataset: the Open Reaction Database (ORD), a public repository of structured organic reaction records. Task: describe an organic reaction: reactants, conditions, products, and yield The reactants are C(C)(C)(C)OC(=O)NC1=C(C(=O)O)C(=CC=C1)C (2-[(tert-butoxycarbonyl)amino]-6-methylbenzoic acid), [Br-].[Br-].[Br-].C(CCC)[N+](CCCC)(CCCC)CCCC.C(CCC)[N+](CCCC)(CCCC)CCCC.C(CCC)[N+](CCCC)(CCCC)CCCC (tetrabutylammonium tribromide), O (water). Run in CN(C)C=O (DMF). Reaction conditions: time 18 hour. Yields the product BrC=1C(=C(C(=O)O)C(=CC1)NC(=O)OC(C)(C)C)C (3-bromo-6-[(tert-butoxycarbonyl)amino]-2-methylbenzoic acid). Isolated yield 88.6%. RXN SMILES: [C:1]([O:5][C:6]([NH:8][C:9]1[CH:17]=[CH:16][CH:15]=[C:14]([CH3:18])[C:10]=1[C:11]([OH:13])=[O:12])=[O:7])([CH3:4])([CH3:3])[CH3:2].[Br-:19].[Br-].[Br-].C([N+](CCCC)(CCCC)CCCC)CCC.C([N+](CCCC)(CCCC)CCCC)CCC.C([N+](CCCC)(CCCC)CCCC)CCC.O>CN(C=O)C>[Br:19][C:15]1[C:14]([CH3:18])=[C:10]([C:9]([NH:8][C:6]([O:5][C:1]([CH3:4])([CH3:3])[CH3:2])=[O:7])=[CH:17][CH:16]=1)[C:11]([OH:13])=[O:12] |f:1.2.3.4.5.6|. Procedure: A solution of Example 104A (10 g, 40 mmol) and tetrabutylammonium tribromide (19.2 g, 40 mmol) in DMF (250 mL) was treated slowly with water (250 mL). The resulting suspension was stirred for 18 hours and partitioned between water (1.2 L) and ethyl acetate (500 mL). The organic layer was washed with water (2×1 L), dried (Na2SO4), filtered, and concentrated. The residue was dissolved in dichloromethane (900 mL), washed with water (5×1 L) and brine, dried (Na2SO4), filtered, and concentrated to pr... Starting materials: Fc1ccc(-c2cc(C(F)(F)F)nc(-n3cnc(I)c3)n2)cc1F, CC1(C)OB(c2ccc(N)nc2)OC1(C)C. Yields the product Nc1ccc(-c2cn(-c3nc(-c4ccc(F)c(F)c4)cc(C(F)(F)F)n3)cn2)cn1. RXN SMILES: [F:1][c:2]1[cH:3][c:4](-[c:9]2[n:10][c:11](-[n:19]3[cH:20][n:21][c:22]([I:24])[cH:23]3)[n:12][c:13]([C:15]([F:16])([F:17])[F:18])[cH:14]2)[cH:5][cH:6][c:7]1[F:8].[NH2:25][c:26]1[n:27][cH:28][c:29]([B:32]2[O:33][C:34]([CH3:35])([CH3:36])[C:37]([CH3:38])([CH3:39])[O:40]2)[cH:30][cH:31]1>>[F:1][c:2]1[cH:3][c:4](-[c:9]2[n:10][c:11](-[n:19]3[cH:20][n:21][c:22](-[c:29]4[cH:28][n:27][c:26]([NH2:25])[cH:31][cH:30]4)[cH:23]3)[n:12][c:13]([C:15]([F:16])([F:17])[F:18])[cH:14]2)[cH:5][cH:6][c:7]1[F:8].